From a dataset of the Open Reaction Database (ORD), a public repository of structured organic reaction records. describe an organic reaction: reactants, conditions, products, and yield Reactants: FC1=CC=C(C(=O)N2C(C(CC2)C#N)=O)C=C1 (1-(4-fluorobenzoyl)-2-oxopyrrolidine-3-carbonitrile), [H-].[Na+] (sodium hydride), C(CC(O)(C(=O)O)CC(=O)O)(=O)O (citric acid), IC(C)C (2-iodopropane). The solvent is CN(C=O)C (N,N-dimethylformamide). Reaction conditions: time 5 minute. The product is FC1=CC=C(C(=O)N2C(C(CC2)(C#N)C(C)C)=O)C=C1 (1-(4-fluorobenzoyl)-3-isopropyl-2-oxopyrrolidine-3-carbonitrile). Reaction SMILES: [F:1][C:2]1[CH:17]=[CH:16][C:5]([C:6]([N:8]2[CH2:12][CH2:11][CH:10]([C:13]#[N:14])[C:9]2=[O:15])=[O:7])=[CH:4][CH:3]=1.[H-].[Na+].I[CH:21]([CH3:23])[CH3:22].C(O)(=O)CC(CC(O)=O)(C(O)=O)O>CN(C)C=O>[F:1][C:2]1[CH:17]=[CH:16][C:5]([C:6]([N:8]2[CH2:12][CH2:11][C:10]([CH:21]([CH3:23])[CH3:22])([C:13]#[N:14])[C:9]2=[O:15])=[O:7])=[CH:4][CH:3]=1 |f:1.2|. Procedure: To a solution of 1-(4-fluorobenzoyl)-2-oxopyrrolidine-3-carbonitrile (500 mg) obtained in Step F of Example 1 in N,N-dimethylformamide (5 mL) was added sodium hydride (60% in mineral oil, 130 mg) in an ice bath, and the mixture was stirred at the same temperature for 5 min. To the reaction mixture was added 2-iodopropane (1.1 mL) in an ice bath, and the mixture was stirred at 50° C. for 1 hr. To the reaction mixture was added 10% aqueous citric acid solution in an ice bath, and the mixture was e... The reactants are COC(N(OC)C1=C(C=CC=C1)CBr)=O ((2-bromomethyl-phenyl)-N-methoxycarbamic acid methyl ester), C[N+]1(CCOCC1)[O-] (N-methyl-morpholine-N-oxide). Solvent: C(C)#N (acetonitrile), C(C)#N (acetonitrile). Conditions: time 16 hour. Yields the product COC(N(OC)C1=C(C=CC=C1)C=O)=O (N-(2-formylphenyl)N-methoxycarbamic acid methyl ester). RXN SMILES: [CH3:1][O:2][C:3](=[O:15])[N:4]([C:7]1[CH:12]=[CH:11][CH:10]=[CH:9][C:8]=1[CH2:13]Br)[O:5][CH3:6].C[N+]1([O-])CC[O:20]CC1>C(#N)C>[CH3:1][O:2][C:3](=[O:15])[N:4]([C:7]1[CH:12]=[CH:11][CH:10]=[CH:9][C:8]=1[CH:13]=[O:20])[O:5][CH3:6]. Procedure details: A solution of 27.4 g of (2-bromomethyl-phenyl)-N-methoxycarbamic acid methyl ester in 50 ml of acetonitrile is added dropwise at room temperature to 40 g of N-methyl-morpholine-N-oxide in 150 ml of acetonitrile. After stirring for 16 hours, the mixture is concentrated and the residue partitioned between ethyl acetate and water. The aqueous phase is extracted with ethyl acetate and, after drying over sodium sulphate, the solvent is distilled from the combined organic phases. The residue is purifi... Reactants: C(O)([O-])=O.[Na+] (sodium hydrogen carbonate), O=P12OP3(=O)OP(=O)(O1)OP(=O)(O2)O3 (phosphorus pentoxide), C1(=CC=CC=C1)C1=NNC(=C1NCC1=CC=CC=C1)C1=CC=CC=C1 (N-(3,5-diphenyl-1H-pyrazol-4-yl)benzylamine), P(=O)(Cl)(Cl)Cl (phosphorus oxychloride). Run in C=1(C(=CC=CC1)C)C (xylene). Product: C1(=CC=CC=C1)C1=NNC2=C1N=C(C=1C=CC=CC21)C2=CC=CC=C2 (3,5-Diphenyl-1H-pyrazolo[4,3-c]isoquinoline). Procedure: 201 mg of phosphorus pentoxide were added to a solution of 240 mg of N-(3,5-diphenyl-1H-pyrazol-4-yl)benzylamine (2) in 10 ml of xylene, after which 195 μl of phosphorus oxychloride were added dropwise at 150° C. The reaction solution was stirred at 150° C. for 4 h and then stirred at RT for 12 h; a saturated solution of sodium hydrogen carbonate was then added and the whole was extracted with methylene chloride. The organic phase was dried over magnesium sulfate, concentrated under reduced pres... As a reaction SMILES: O=P12OP3(OP(OP(O3)(O1)=O)(=O)O2)=O.[C:15]1([C:21]2[C:25]([NH:26][CH2:27][C:28]3[CH:33]=[CH:32][CH:31]=[CH:30][CH:29]=3)=[C:24]([C:34]3[CH:39]=[CH:38][CH:37]=[CH:36][CH:35]=3)[NH:23][N:22]=2)[CH:20]=[CH:19][CH:18]=[CH:17][CH:16]=1.P(Cl)(Cl)(Cl)=O.C(=O)([O-])O.[Na+]>C1(C)C(C)=CC=CC=1>[C:15]1([C:21]2[C:25]3[N:26]=[C:27]([C:28]4[CH:29]=[CH:30][CH:31]=[CH:32][CH:33]=4)[C:39]4[CH:38]=[CH:37][CH:36]=[CH:35][C:34]=4[C:24]=3[NH:23][N:22]=2)[CH:20]=[CH:19][CH:18]=[CH:17][CH:16]=1 |f:3.4|. Reaction conditions: temperature 150 celsius, time 4 hour. The reactants are [H-].[Na+] (Sodium hydride), C(C=1C(O)=CC=CC1)=O (salicylaldehyde), FC1=C(C=C(C=C1)F)[N+](=O)[O-] (2,5-difluoro-1-nitrobenzene). Solvent: CN(C=O)C (N,N-dimethylformamide), CN(C=O)C (N,N-dimethylformamide). Reaction conditions: temperature 50 celsius. Product: FC1=CC(=C(OC2=C(C=O)C=CC=C2)C=C1)[N+](=O)[O-] (2-(4-fluoro-2-nitrophenoxy)benzaldehyde). RXN SMILES: [H-].[Na+].[CH:3](=[O:11])[C:4]1[C:5](=[CH:7][CH:8]=[CH:9][CH:10]=1)[OH:6].F[C:13]1[CH:18]=[CH:17][C:16]([F:19])=[CH:15][C:14]=1[N+:20]([O-:22])=[O:21]>CN(C)C=O>[F:19][C:16]1[CH:17]=[CH:18][C:13]([O:6][C:5]2[CH:7]=[CH:8][CH:9]=[CH:10][C:4]=2[CH:3]=[O:11])=[C:14]([N+:20]([O-:22])=[O:21])[CH:15]=1 |f:0.1|. Reported procedure: Sodium hydride (1.66 g) was added in portions to a stirred solution of salicylaldehyde (8.06 g) in N,N-dimethylformamide (100 mL) under nitrogen. To the resulting yellow solution was added 2,5-difluoro-1-nitrobenzene (10.0 g) and N,N-dimethylformamide (10 mL). The reaction was heated at 50° C. for 18 hours and evaporated under vacuum. The oily mixture was taken up in chloroform, and washed with 1 M NaOH, water, 1 M HCl, and brine, dried over magnesium sulfate, and evaporated under vacuum to an o... Starting materials: CCN(CC)CCN, CC(C)=O, O=C(Cl)c1cccc2c1OCCO2. The product is CCN(CC)CCNC(=O)c1cccc2c1OCCO2, Cl. Reaction SMILES: [CH2:1]([CH3:2])[N:3]([CH2:4][CH3:5])[CH2:6][CH2:7][NH2:8].[CH3:22][C:23](=[O:24])[CH3:25].[O:9]1[CH2:10][CH2:11][O:12][c:13]2[c:14]1[cH:15][cH:16][cH:17][c:18]2[C:19](=[O:20])[Cl:21]>>[CH2:1]([CH3:2])[N:3]([CH2:4][CH3:5])[CH2:6][CH2:7][NH:8][C:19]([c:18]1[c:13]2[c:14]([cH:15][cH:16][cH:17]1)[O:9][CH2:10][CH2:11][O:12]2)=[O:20].[ClH:21]. Reactants: Br, Br, CC(=O)Cl, CC1(C)Cc2c(ccc3c2C(c2cccc(-c4ccc(N)cc4)c2)=NCC3(C)C)O1, [Na+], [Na+], O=C([O-])[O-], C1CCOC1, O. Yields the product CC(=O)Nc1ccc(-c2cccc(C3=NCC(C)(C)c4ccc5c(c43)CC(C)(C)O5)c2)cc1. Reaction SMILES: [BrH:7].[BrH:8].[CH3:39][C:40]([Cl:41])=[O:42].[CH3:9][C:10]1([CH3:38])[CH2:11][N:12]=[C:13]([c:25]2[cH:26][c:27](-[c:31]3[cH:32][cH:33][c:34]([NH2:37])[cH:35][cH:36]3)[cH:28][cH:29][cH:30]2)[c:14]2[c:15]3[c:16]([cH:17][cH:18][c:19]21)[O:20][C:21]([CH3:23])([CH3:24])[CH2:22]3.[Na+:1].[Na+:2].[O-:3][C:4](=[O:5])[O-:6].[O:44]1[CH2:45][CH2:46][CH2:47][CH2:48]1.[OH2:43]>>[CH3:9][C:10]1([CH3:38])[CH2:11][N:12]=[C:13]([c:25]2[cH:26][c:27](-[c:31]3[cH:32][cH:33][c:34]([NH:37][C:40]([CH3:39])=[O:42])[cH:35][cH:36]3)[cH:28][cH:29][cH:30]2)[c:14]2[c:15]3[c:16]([cH:17][cH:18][c:19]21)[O:20][C:21]([CH3:23])([CH3:24])[CH2:22]3. RXN SMILES: C[C:2]1[CH:7]=[CH:6][C:5]([S:8](Cl)(=[O:10])=[O:9])=[CH:4][CH:3]=1.C[NH:13][S:14]([C:17]1[CH:22]=[CH:21][C:20]([CH3:23])=[CH:19][CH:18]=1)(=[O:16])=[O:15].Cl[C:25]1C=CC=CC=1Cl>>[CH3:25][C:20]1([CH3:23])[CH:21]=[CH:22][C:17]([S:14]([NH2:13])(=[O:16])=[O:15])=[C:18]([S:8]([C:5]2[CH:6]=[CH:7][CH:2]=[CH:3][CH:4]=2)(=[O:10])=[O:9])[CH2:19]1. Procedure details: 4-Methylbenzenesulfonyl chloride (3.80 g, 0.02 mol) and N-methyl-4-methylbenzene sulfonamide (3.70 g, 0.02 mol) were added to 1,2-dichlorobenzene (50 ml) and the solution refluxed for 48 hrs. The solvent was evaporated in vacuo and the residue recrystallized from hexane-acetone to give N*-methyl-N*-4-methylphenysulfonyl-4-methylbenzene sulfonamide mp 109–111° C. MS m/z 339. (M+ calcd for C15H17NO4S=339). H NMR (300 Mhz, CDCl3) d 2.43 (s, 6, CH3), 3.25 (s, 3, NCH3), 7.34 (m, 4, aromatic), 7.88 (m... Starting materials: CC1=CC=C(C=C1)S(=O)(=O)Cl (4-Methylbenzenesulfonyl chloride), CNS(=O)(=O)C1=CC=C(C=C1)C (N-methyl-4-methylbenzene sulfonamide), ClC1=C(C=CC=C1)Cl (1,2-dichlorobenzene). The product is CC1(CC(=C(C=C1)S(=O)(=O)N)S(=O)(=O)C1=CC=CC=C1)C (4-methylphenysulfonyl-4-methylbenzene sulfonamide). Reactants: ClCc1cc(Br)ccc1Sc1ccccc1, N#C[K], O. Product: N#CCc1cc(Br)ccc1Sc1ccccc1. As a reaction SMILES: [Br:4][c:5]1[cH:6][c:7]([CH2:8][Cl:9])[c:10]([S:13][c:14]2[cH:15][cH:16][cH:17][cH:18][cH:19]2)[cH:11][cH:12]1.[K:1][C:2]#[N:3].[OH2:20]>>[C:2](#[N:3])[CH2:8][c:7]1[cH:6][c:5]([Br:4])[cH:12][cH:11][c:10]1[S:13][c:14]1[cH:15][cH:16][cH:17][cH:18][cH:19]1.